From a dataset of the Open Reaction Database (ORD), a public repository of structured organic reaction records. describe an organic reaction: reactants, conditions, products, and yield Starting materials: C(C1=CC=CC=C1)(=O)NC[C@@H]1CN(CCN1CC1=CC=CC=C1)C(=O)OC(C)(C)C ((R)-tert-butyl 3-(benzamidomethyl)-4-benzylpiperazine-1-carboxylate), [H][H] (hydrogen). Solvent: CO (methanol). Yields the product C(C1=CC=CC=C1)(=O)NC[C@@H]1CN(CCN1)C(=O)OC(C)(C)C ((R)-tert-butyl 3-(benzamidomethyl)piperazine-1-carboxylate). Isolated yield 81.6%. Reaction SMILES: [C:1]([NH:9][CH2:10][C@H:11]1[N:16](CC2C=CC=CC=2)[CH2:15][CH2:14][N:13]([C:24]([O:26][C:27]([CH3:30])([CH3:29])[CH3:28])=[O:25])[CH2:12]1)(=[O:8])[C:2]1[CH:7]=[CH:6][CH:5]=[CH:4][CH:3]=1.[H][H]>CO>[C:1]([NH:9][CH2:10][C@H:11]1[NH:16][CH2:15][CH2:14][N:13]([C:24]([O:26][C:27]([CH3:30])([CH3:29])[CH3:28])=[O:25])[CH2:12]1)(=[O:8])[C:2]1[CH:3]=[CH:4][CH:5]=[CH:6][CH:7]=1. Procedure: Into a 40 mL scintillation vial was added 15U (865 mg, 2.11 mmol) and methanol (21 mL). The solution was passed through the H-Cube hydrogentator three times at 40 psi of hydrogen pressure at 50° C. The resultant solution was concentrated under vacuum and the residue was purified by column chromatography with 5% methanol in dichloromethane to give (R)-tert-butyl 3-(benzamidomethyl)piperazine-1-carboxylate (15Fb) as an oil (550 mg, 81%).